This data is from the Open Reaction Database (ORD), a public repository of structured organic reaction records. The task is: describe an organic reaction: reactants, conditions, products, and yield The reactants are [H-].[Na+] (sodium hydride), ClC=1C=C(C=C\C\2=N/CC(NC3=C2C=CC=C3)=O)C=CC1Cl ((E)-5-(3,4-dichlorostyryl)-1,3-dihydro-2H-1,4-benzodiazepin-2-one), C(C)(C)[N-]C(C)C.[Li+] (lithium diisopropylamide), [N+](#[C-])CC(=O)OCC (ethyl isocyanoacetate), P(=O)(OCC)(OCC)Cl (diethyl chlorophosphate), C(C)(=O)O (acetic acid). Solvent: CN(C=O)C (dimethylformamide), O (water), O1CCCC1 (tetrahydrofuran), C(C)(=O)OCC (ethyl acetate). Run at temperature -20 celsius, time 30 minute. The product is ClC=1C=C(C=C\C\2=N/CC=3N(C4=C2C=CC=C4)C=NC3C(=O)OCC)C=CC1Cl (ethyl (E)-6-(3,4-dichlorostyryl)-4H-imidazo[1,5-a][1,4]benzodiazepine-3-carboxylate). Isolated yield 12.4%. RXN SMILES: [H-].[Na+].[Cl:3][C:4]1[CH:5]=[C:6]([CH:21]=[CH:22][C:23]=1[Cl:24])[CH:7]=[CH:8][C:9]1=[N:10][CH2:11][C:12](=O)[NH:13][C:14]2[CH:19]=[CH:18][CH:17]=[CH:16][C:15]1=2.P(Cl)(OCC)(OCC)=O.C([N-]C(C)C)(C)C.[Li+].[N+:42]([CH2:44][C:45]([O:47][CH2:48][CH3:49])=[O:46])#[C-:43].C(O)(=O)C>CN(C)C=O.O1CCCC1.C(OCC)(=O)C.O>[Cl:3][C:4]1[CH:5]=[C:6]([CH:21]=[CH:22][C:23]=1[Cl:24])[CH:7]=[CH:8][C:9]1=[N:10][CH2:11][C:12]2[N:13]([CH:43]=[N:42][C:44]=2[C:45]([O:47][CH2:48][CH3:49])=[O:46])[C:14]2[CH:19]=[CH:18][CH:17]=[CH:16][C:15]1=2 |f:0.1,4.5|. Procedure details: 100 mg (2.5 mmol) of 60% sodium hydride disperion in mineral oil were added to a solution of 728 mg (2.2 mmol) of (E)-5-(3,4-dichlorostyryl)-1,3-dihydro-2H-1,4-benzodiazepin-2-one in 5 ml of anhydrous dimethylformamide at room temperature under a nitrogen atmosphere and stirred for 30 minutes. The mixture was cooled to −20° C., 431 mg (2.5 mmol) of diethyl chlorophosphate were added and stirring was continued for a further 30 minutes at −10° C. before being added to a solution prepared by additi... Reactants: NN1C(=NC(=CC1=O)C)NN (3-amino-2-hydrazino-6-methyl-4(3H)-pyrimidinone), CCOC(C1=CC=CC=C1)(OCC)OCC (triethyl orthobenzoate). Solvent: C(CCC)O (n-butanol). Yields the product NN1C(=NN2C1=NC(=CC2=O)C)C2=CC=CC=C2 (3-Amino-5-methyl-2-phenyl[1,2,4]triazolo[1,5-a]pyrimidin-7(3H)-one). Reaction SMILES: [NH2:1][N:2]1[C:7](=[O:8])[CH:6]=[C:5]([CH3:9])[N:4]=[C:3]1[NH:10][NH2:11].CCO[C:15](OCC)(OCC)[C:16]1[CH:21]=[CH:20][CH:19]=[CH:18][CH:17]=1>C(O)CCC>[NH2:11][N:10]1[C:3]2=[N:4][C:5]([CH3:9])=[CH:6][C:7](=[O:8])[N:2]2[N:1]=[C:15]1[C:16]1[CH:21]=[CH:20][CH:19]=[CH:18][CH:17]=1. Procedure details: A mixture of 2.0 g of 3-amino-2-hydrazino-6-methyl-4(3H)-pyrimidinone, 10 ml of triethyl orthobenzoate and 20 ml of n-butanol was reacted as described in Example 1, giving 1.27 g of the desired intermediate, mp 195° C. (dec.). Reactants: BrCC1=CC(=CC=C1)C#N (α-Bromo-m-tolunitrile), CC1C(C=2C=CC=C3C=CC=C1C23)=O (2-methyl-1-acenaphthenone), [H-].[Na+] (sodium hydride), O (water). Solvent: O1CCCC1 (tetrahydrofuran), C(C)OCC (diethyl ether), O1CCCC1 (tetrahydrofuran), O1CCCC1 (tetrahydrofuran). Run at time 2 hour. The product is CC1(C(C=2C=CC=C3C=CC=C1C23)=O)CC2=CC(=CC=C2)C#N (2-Methyl-2-(3'-cyanobenzyl)-1-acenaphthenone). As a reaction SMILES: [CH3:1][CH:2]1[C:12]2[C:13]3[C:8]([CH:9]=[CH:10][CH:11]=2)=[CH:7][CH:6]=[CH:5][C:4]=3[C:3]1=[O:14].[H-].[Na+].Br[CH2:18][C:19]1[CH:24]=[CH:23][CH:22]=[C:21]([C:25]#[N:26])[CH:20]=1.O>O1CCCC1.C(OCC)C>[CH3:1][C:2]1([CH2:18][C:19]2[CH:24]=[CH:23][CH:22]=[C:21]([C:25]#[N:26])[CH:20]=2)[C:12]2[C:13]3[C:8]([CH:9]=[CH:10][CH:11]=2)=[CH:7][CH:6]=[CH:5][C:4]=3[C:3]1=[O:14] |f:1.2|. Reported procedure: A solution of 2-methyl-1-acenaphthenone (1.00 g, 0.005 mole) in tetrahydrofuran (20.0 ml) was added dropwise to a solution of sodium hydride (0.580 g, 0.024 mole, 50% oil dispersion) in tetrahydrofuran (35.0 ml) at 0°. The reaction mixture was stirred for 2 hours at room temperature. At 0°, α-Bromo-m-tolunitrile (1.37 g, 0.007 mole) in tetrahydrofuran (10.0 ml) was added dropwise. The mixture was stirred for 24 hours at room temperature, poured into water, and isolated by extraction with diethyl... Reactants: CO, Cc1ccccc1, Cc1c(COCCO)cc([N+](=O)[O-])c(Cl)c1[N+](=O)[O-], Cl, CCC(N)CC, c1ccccc1. Yields the product CCC(CC)Nc1c([N+](=O)[O-])cc(COCCO)c(C)c1[N+](=O)[O-]. RXN SMILES: [CH3:32][OH:33].[CH3:35][c:36]1[cH:37][cH:38][cH:39][cH:40][cH:41]1.[Cl:7][c:8]1[c:9]([N+:23](=[O:24])[O-:25])[c:10]([CH3:22])[c:11]([CH2:12][O:13][CH2:14][CH2:15][OH:16])[cH:17][c:18]1[N+:19](=[O:20])[O-:21].[ClH:34].[NH2:1][CH:2]([CH2:3][CH3:4])[CH2:5][CH3:6].[cH:26]1[cH:27][cH:28][cH:29][cH:30][cH:31]1>>[NH:1]([CH:2]([CH2:3][CH3:4])[CH2:5][CH3:6])[c:8]1[c:9]([N+:23](=[O:24])[O-:25])[c:10]([CH3:22])[c:11]([CH2:12][O:13][CH2:14][CH2:15][OH:16])[cH:17][c:18]1[N+:19](=[O:20])[O-:21]. Reactants: C1CCOC1, CCCCCC, C=C(O[Si](C(C)C)(C(C)C)C(C)C)c1ncccn1, O=C1CCC(=O)N1Cl, [Mg+2], O=S(=O)([O-])[O-]. Product: CC(C)[Si](OC(=CCl)c1ncccn1)(C(C)C)C(C)C. As a reaction SMILES: [CH2:34]1[O:35][CH2:36][CH2:37][CH2:38]1.[CH3:39][CH2:40][CH2:41][CH2:42][CH2:43][CH3:44].[CH:9]([CH3:10])([CH3:11])[Si:12]([O:13][C:14](=[CH2:15])[c:16]1[n:17][cH:18][cH:19][cH:20][n:21]1)([CH:22]([CH3:23])[CH3:24])[CH:25]([CH3:26])[CH3:27].[Cl:1][N:2]1[C:3](=[O:4])[CH2:5][CH2:6][C:7]1=[O:8].[Mg+2:28].[O-:29][S:30]([O-:31])(=[O:32])=[O:33]>>[Cl:1][CH:15]=[C:14]([O:13][Si:12]([CH:9]([CH3:10])[CH3:11])([CH:22]([CH3:23])[CH3:24])[CH:25]([CH3:26])[CH3:27])[c:16]1[n:17][cH:18][cH:19][cH:20][n:21]1.